From a dataset of the Open Reaction Database (ORD), a public repository of structured organic reaction records. describe an organic reaction: reactants, conditions, products, and yield Starting materials: ClB(Cl)Cl, CC(=O)[O-], CCOC(C)=O, CO, COc1cccc(OCCCCC(=O)O)c1C=O, ClC(Cl)Cl, ClCCl, [Na+]. Yields the product O=Cc1c(O)cccc1OCCCCC(=O)O. As a reaction SMILES: [B:19]([Cl:20])([Cl:21])[Cl:22].[CH3:24][C:25](=[O:26])[O-:27].[CH3:31][CH2:32][O:33][C:34](=[O:35])[CH3:36].[CH3:37][OH:38].[CH:1](=[O:2])[c:3]1[c:4]([O:5][CH2:6][CH2:7][CH2:8][CH2:9][C:10](=[O:11])[OH:12])[cH:13][cH:14][cH:15][c:16]1[O:17][CH3:18].[CH:39]([Cl:40])([Cl:41])[Cl:42].[Cl:28][CH2:29][Cl:30].[Na+:23]>>[CH:1](=[O:2])[c:3]1[c:4]([O:5][CH2:6][CH2:7][CH2:8][CH2:9][C:10](=[O:11])[OH:12])[cH:13][cH:14][cH:15][c:16]1[OH:17]. Reactants: BrC1=C(C(=O)O)C=CC(=C1)Cl (2-bromo-4-chlorobenzoic acid), S(=O)(Cl)Cl (thionyl chloride), C1(=CC=CC=C1)C (toluene). Run at temperature 90 celsius. Product: BrC1=C(C(=O)OCC)C=CC(=C1)Cl (Ethyl 2-bromo-4-chlorobenzoate). Isolated yield 100.0%. RXN SMILES: [Br:1][C:2]1[CH:10]=[C:9]([Cl:11])[CH:8]=[CH:7][C:3]=1[C:4]([OH:6])=[O:5].S(Cl)(Cl)=O.[C:16]1(C)C=CC=C[CH:17]=1>>[Br:1][C:2]1[CH:10]=[C:9]([Cl:11])[CH:8]=[CH:7][C:3]=1[C:4]([O:6][CH2:16][CH3:17])=[O:5]. Procedure: A mixture of 2-bromo-4-chlorobenzoic acid (235 mg, 1 mmol) and thionyl chloride (238 mg, 146 ul, 2 mmol) in toluene (5 ml) was heated at 90° C. for 1 hour. The reaction mixture was cooled and the solvent evaporated. The residue was dissolved in THF (1 ml) and treated with ethanol (1 ml). The solution was evaporated to dryness leaving the title compound as a yellow oil 263 mg 100% Starting materials: [N+](=O)([O-])C1=CC(=CC=2N=C(SC21)N)C=2C=NC=CC2 (7-Nitro-5-pyridin-3-yl-benzothiazol-2-ylamine), C(C)N=C=O (ethyl isocyanate). The solvent is O1CCOCC1 (1,4-dioxane). Run at temperature 100 celsius. Yields the product C(C)NC(=O)NC=1SC2=C(N1)C=C(C=C2[N+](=O)[O-])C=2C=NC=CC2 (1-Ethyl-3-(7-nitro-5-pyridin-3-yl-benzothiazol-2-yl)-urea). Yield: 23.8%. RXN SMILES: [N+:1]([C:4]1[C:12]2[S:11][C:10]([NH2:13])=[N:9][C:8]=2[CH:7]=[C:6]([C:14]2[CH:15]=[N:16][CH:17]=[CH:18][CH:19]=2)[CH:5]=1)([O-:3])=[O:2].[CH2:20]([N:22]=[C:23]=[O:24])[CH3:21]>O1CCOCC1>[CH2:20]([NH:22][C:23]([NH:13][C:10]1[S:11][C:12]2[C:4]([N+:1]([O-:3])=[O:2])=[CH:5][C:6]([C:14]3[CH:15]=[N:16][CH:17]=[CH:18][CH:19]=3)=[CH:7][C:8]=2[N:9]=1)=[O:24])[CH3:21]. Procedure: A stirred mixture of 7-Nitro-5-pyridin-3-yl-benzothiazol-2-ylamine (100 mg, 0.3676 mmol), ethyl isocyanate (0.18 ml, 1.831 mmol) and dibutyltindiacetate (10 drops) in anhydrous 1,4-dioxane (10 ml) was heated in a sealed vessel at 100° C. for 16 h. After cooling to ambient temperature, the precipitated solid was collected by filtration, washed with 1,4-doxane and dried in vacuo to give 1-Ethyl-3-(7-nitro-5-pyridin-3-yl-benzothiazol-2-yl)-urea as a yellow solid (30 mg, 24%). The reactants are CC(C)(C)OC(=O)N1CCC(N)CC1, CC(=O)O[BH-](OC(C)=O)OC(C)=O, O=C([O-])[O-], Cc1nc(C=O)c(C)[nH]1, CC(=O)O, ClCCCl, [K+], [K+], [Na+]. Product: Cc1nc(CNC2CCN(C(=O)OC(C)(C)C)CC2)c(C)[nH]1. Reaction SMILES: [C:1]([CH3:2])([CH3:3])([CH3:4])[O:5][C:6](=[O:7])[N:8]1[CH2:9][CH2:10][CH:11]([NH2:14])[CH2:12][CH2:13]1.[C:24]([O:25][BH-:26]([O:27][C:28](=[O:29])[CH3:30])[O:31][C:32](=[O:33])[CH3:34])(=[O:35])[CH3:36].[C:38](=[O:39])([O-:40])[O-:41].[CH3:15][c:16]1[nH:17][c:18]([CH3:23])[c:19]([CH:21]=[O:22])[n:20]1.[CH3:48][C:49](=[O:50])[OH:51].[Cl:44][CH2:45][CH2:46][Cl:47].[K+:42].[K+:43].[Na+:37]>>[C:1]([CH3:2])([CH3:3])([CH3:4])[O:5][C:6](=[O:7])[N:8]1[CH2:9][CH2:10][CH:11]([NH:14][CH2:21][c:19]2[c:18]([CH3:23])[nH:17][c:16]([CH3:15])[n:20]2)[CH2:12][CH2:13]1.